From a dataset of the Open Reaction Database (ORD), a public repository of structured organic reaction records. describe an organic reaction: reactants, conditions, products, and yield Starting materials: Cl.C(C1=CC=CC=C1)OC1=CC=C(N)C=C1 (4-benzyloxyaniline hydrochloride), C(=O)(OCC1=CC=CC=C1)N1[C@@H](C(=O)O)CCC1 ((+)-N-carbobenzyloxy-d-proline), C(C1=CC=CC=C1)OC1=CC=C(C=C1)NC(=O)C1=NC=CC=C1 (pyridine-2-carboxylic acid (4-benzyloxyphenyl)amide). Product: C(C1=CC=CC=C1)OC(=O)N1[C@H](CCC1)C(NC1=CC=C(C=C1)OCC1=CC=CC=C1)=O ((R)-2-(4-Benzyloxy-phenylcarbamoyl)-pyrrolidine-1-carboxylic acid benzyl ester). Reaction SMILES: Cl.[CH2:2]([O:9][C:10]1[CH:16]=[CH:15][C:13]([NH2:14])=[CH:12][CH:11]=1)[C:3]1[CH:8]=[CH:7][CH:6]=[CH:5][CH:4]=1.[C:17]([N:27]1[CH2:34][CH2:33][CH2:32][C@@H:28]1[C:29](O)=[O:30])([O:19][CH2:20][C:21]1[CH:26]=[CH:25][CH:24]=[CH:23][CH:22]=1)=[O:18].C(OC1C=CC(NC(C2C=CC=CN=2)=O)=CC=1)C1C=CC=CC=1>>[CH2:20]([O:19][C:17]([N:27]1[CH2:34][CH2:33][CH2:32][C@@H:28]1[C:29](=[O:30])[NH:14][C:13]1[CH:12]=[CH:11][C:10]([O:9][CH2:2][C:3]2[CH:4]=[CH:5][CH:6]=[CH:7][CH:8]=2)=[CH:16][CH:15]=1)=[O:18])[C:21]1[CH:26]=[CH:25][CH:24]=[CH:23][CH:22]=1 |f:0.1|. Reported procedure: This compound was prepared from 4-benzyloxyaniline hydrochloride (4.0 g, 17.0 mmol) and (+)-N-carbobenzyloxy-d-proline (4.44 g, 17.8 mmol), using the same method to prepare pyridine-2-carboxylic acid (4-benzyloxyphenyl)amide, to give the product as a colorless solid, which was used without further purification in the subsequent step. 1H NMR(DMSO-d6) δ1.80-1.95 (m, 3H), 2.10-2.27 (m, 1H), 3.35-3.55 (m, 2H), 4.33 (m, 1H), 5.0 (m, 4H), 6.95 (d, 2H), 7.12-7.53 (m, 12H) and 9.95 (d, 1H).